This data is from the Open Reaction Database (ORD), a public repository of structured organic reaction records. The task is: describe an organic reaction: reactants, conditions, products, and yield Reactants: [Cl-].[NH4+] (ammonium chloride), S(=S)(=O)([O-])[O-].[Na+].[Na+] (sodium thiosulfate), CI (methyl iodide), BrC1=CC=C2C=3C(C4=C(C(C3NC2=C1)(C)C)C=C(C=C4)OC[C@@H]4OC(OC4)(C)C)=O (3-bromo-8-((S)-2,2-dimethyl-[1,3]dioxolan-4-ylmethoxy)-6,6-dimethyl-5,6-dihydro-benzo[b]carbazol-11-one), [H-].[Na+] (sodium hydride). Solvent: CN(C)C=O (DMF). Conditions: time 45 minute. The product is BrC1=CC=C2C=3C(C4=C(C(C3N(C2=C1)C)(C)C)C=C(C=C4)OC[C@@H]4OC(OC4)(C)C)=O (3-Bromo-8-((S)-2,2-dimethyl-[1,3]dioxolan-4-yl methoxy)-5,6,6-trimethyl-5,6-dihydro-benzo[b]carbazol-11-one). Yield: 92.7%. Reaction SMILES: [Br:1][C:2]1[CH:14]=[C:13]2[C:5]([C:6]3[C:7](=[O:30])[C:8]4[CH:20]=[CH:19][C:18]([O:21][CH2:22][C@H:23]5[CH2:27][O:26][C:25]([CH3:29])([CH3:28])[O:24]5)=[CH:17][C:9]=4[C:10]([CH3:16])([CH3:15])[C:11]=3[NH:12]2)=[CH:4][CH:3]=1.[H-].[Na+].[CH3:33]I.[Cl-].[NH4+].S([O-])([O-])(=O)=S.[Na+].[Na+]>CN(C=O)C>[Br:1][C:2]1[CH:14]=[C:13]2[C:5]([C:6]3[C:7](=[O:30])[C:8]4[CH:20]=[CH:19][C:18]([O:21][CH2:22][C@H:23]5[CH2:27][O:26][C:25]([CH3:29])([CH3:28])[O:24]5)=[CH:17][C:9]=4[C:10]([CH3:15])([CH3:16])[C:11]=3[N:12]2[CH3:33])=[CH:4][CH:3]=1 |f:1.2,4.5,6.7.8|. Procedure details: Under nitrogen atmosphere, to the DMF (1 mL) suspension of 3-bromo-8-((S)-2,2-dimethyl-[1,3]dioxolan-4-ylmethoxy)-6,6-dimethyl-5,6-dihydro-benzo[b]carbazol-11-one (Compound T18-1, 112.2 mg, 0.239 mmol) and sodium hydride (60%) (19 mg, 0.477 mmol), cooled in an ice bath, methyl iodide (37 mL, 0.596 mmol) was added. The reaction mixture was stirred at room temperature for 45 min, and then added with saturated aqueous solution of ammonium chloride and saturated aqueous solution of sodium thiosulfat... The reactants are ClN1N=CC(=C(C1=O)Cl)Cl (2,4,5-trichloro-3(2H)-pyridazinone), C(Cl)Cl (methylene chloride), O1CCCC=C1 (2,3-dihydro-pyran). Run at time 30 minute. Yields the product ClC=1C(N(N=CC1Cl)C1OCCCC1Cl)=O (4,5-dichloro-2-(3-chloro-tetrahydro-2-pyranyl)-3(2H)-pyridazinone). As a reaction SMILES: Cl[N:2]1[C:7](=[O:8])[C:6]([Cl:9])=[C:5]([Cl:10])[CH:4]=[N:3]1.[O:11]1[CH:16]=[CH:15][CH2:14][CH2:13][CH2:12]1.C(Cl)[Cl:18]>>[Cl:9][C:6]1[C:7](=[O:8])[N:2]([CH:16]2[CH:15]([Cl:18])[CH2:14][CH2:13][CH2:12][O:11]2)[N:3]=[CH:4][C:5]=1[Cl:10]. Procedure: In 20 ml of methylene chloride were dissolved 4 g of 2,4,5-trichloro-3(2H)-pyridazinone, and thereto dropwise added 2.5 g of 2,3-dihydro-pyran under ice-cooling. The solution was stirred for 30 minutes and the by-produced 4,5-dichloro-3(2H)-pyridazinone was filtered off. The filtrate was distilled off under reduced pressure. The oil thus obtained was separated by means of column chromatography (on silica gel, eluting with benzene) to give 1.5 g of trans-form as the first fraction (m.p.: 136°-137... Starting materials: C(C1=CC=CC=C1)OC1=NN(C=C1CC(=O)OC)C (methyl 3-benzyloxy-1-methyl-1H-pyrazol-4-ylacetate), O1CCCC1 (tetrahydrofuran). The reagents and catalysts are [C].[Pd] (palladium-carbon). Run in C(C)O (ethanol). Run at time 5 hour. The product is OC1=NN(C=C1CC(=O)OC)C (methyl 3-hydroxy-1-methyl-1H-pyrazol-4-ylacetate). Yield: 79.4%. Reaction SMILES: C([O:8][C:9]1[C:13]([CH2:14][C:15]([O:17][CH3:18])=[O:16])=[CH:12][N:11]([CH3:19])[N:10]=1)C1C=CC=CC=1.O1CCCC1>[C].[Pd].C(O)C>[OH:8][C:9]1[C:13]([CH2:14][C:15]([O:17][CH3:18])=[O:16])=[CH:12][N:11]([CH3:19])[N:10]=1 |f:2.3|. Reported procedure: A mixture of methyl 3-benzyloxy-1-methyl-1H-pyrazol-4-ylacetate (12.2 g), 5% palladium-carbon (25.0 g), tetrahydrofuran (100 ml) and ethanol (100 ml) was stirred under hydrogen atmosphere for 5 hrs. Palladium-carbon was filtered off and the filtrate was concentrated to give methyl 3-hydroxy-1-methyl-1H-pyrazol-4-ylacetate (6.33 g, yield 79%) as colorless crystals. The crystals were recrystallized from tetrahydrofuran-hexane. melting point: 118–119° C. Starting materials: CI, CO, COC(=O)C1=C(O)c2cc(Cl)ccc2S(=O)(=O)N1, [Na+], [OH-]. Yields the product COC(=O)C1=C(O)c2cc(Cl)ccc2S(=O)(=O)N1C. Reaction SMILES: [CH3:19][I:20].[CH3:23][OH:24].[Cl:1][c:2]1[cH:3][cH:4][c:5]2[c:6]([cH:18]1)[C:7]([OH:17])=[C:8]([C:13](=[O:14])[O:15][CH3:16])[NH:9][S:10]2(=[O:11])=[O:12].[Na+:22].[OH-:21]>>[Cl:1][c:2]1[cH:3][cH:4][c:5]2[c:6]([cH:18]1)[C:7]([OH:17])=[C:8]([C:13](=[O:14])[O:15][CH3:16])[N:9]([CH3:19])[S:10]2(=[O:11])=[O:12]. Reactants: COC[C@H]1CC(N(C1)C(=O)OC(C)(C)C)C(=O)OCC(C=1C=CC2=C(COC=3C=C4C(=CC23)CCCC4=O)C1)=O ((4S)-1-tert-Butyl 2-(2-oxo-2-(8-oxo-8,9,10,11-tetrahydro-5H-dibenzo[c,g]chromen-3-yl)ethyl) 4-(methoxymethyl)pyrrolidine-1,2-dicarboxylate), [Br-].[Br-].[Br-].[NH+]1=CC=CC=C1.[NH+]1=CC=CC=C1.[NH+]1=CC=CC=C1 (pyridinium tribromide). The solvent is C(Cl)Cl (DCM), C(Cl)Cl (DCM), CO (MeOH). Run at time 1.75 hour. Product: COC[C@H]1C[C@H](N(C1)C(=O)OC(C)(C)C)C(=O)OCC(=O)C=1C=CC2=C(COC=3C=C4C(=CC23)CCC(C4=O)Br)C1 ((2S,4S)-2-(2-(9-Bromo-8-oxo-8,9,10,11-tetrahydro-5H-dibenzo[c,g]chromen-3-yl)-2-oxoethyl) 1-tert-butyl 4-(methoxymethyl)pyrrolidine-1,2-dicarboxylate). Reaction SMILES: [CH3:1][O:2][CH2:3][C@@H:4]1[CH2:8][N:7]([C:9]([O:11][C:12]([CH3:15])([CH3:14])[CH3:13])=[O:10])[CH:6]([C:16]([O:18][CH2:19][C:20](=[O:40])[C:21]2[CH:22]=[CH:23][C:24]3[C:33]4[CH:32]=[C:31]5[CH2:34][CH2:35][CH2:36][C:37](=[O:38])[C:30]5=[CH:29][C:28]=4[O:27][CH2:26][C:25]=3[CH:39]=2)=[O:17])[CH2:5]1.[Br-:41].[Br-].[Br-].[NH+]1C=CC=CC=1.[NH+]1C=CC=CC=1.[NH+]1C=CC=CC=1>C(Cl)Cl.CO>[CH3:1][O:2][CH2:3][C@@H:4]1[CH2:8][N:7]([C:9]([O:11][C:12]([CH3:15])([CH3:13])[CH3:14])=[O:10])[C@H:6]([C:16]([O:18][CH2:19][C:20]([C:21]2[CH:22]=[CH:23][C:24]3[C:33]4[CH:32]=[C:31]5[CH2:34][CH2:35][CH:36]([Br:41])[C:37](=[O:38])[C:30]5=[CH:29][C:28]=4[O:27][CH2:26][C:25]=3[CH:39]=2)=[O:40])=[O:17])[CH2:5]1 |f:1.2.3.4.5.6|. Procedure details: (4S)-1-tert-Butyl 2-(2-oxo-2-(8-oxo-8,9,10,11-tetrahydro-5H-dibenzo[c,g]chromen-3-yl)ethyl) 4-(methoxymethyl)pyrrolidine-1,2-dicarboxylate (7.66 g, 13.9 mmol) was dissolved in a solution of DCM (100 mL) and MeOH (40 mL), then treated with pyridinium tribromide (4.90 g, 15.3 mmol). After stirring at RT for 1.75 h, the reaction mixture was diluted with DCM and washed successively with 10% HCl, saturated aqueous NaHCO3 and brine. The organic phase was dried over MgSO4, filtered and concentrated und... The reactants are aqueous solution, [OH-].[Na+] (sodium hydroxide), C(C)(C)(C)OC(=O)C1=C(C=CC=C1)C1=CC=C(C=C1)CN1C(=NC(=C1C#N)C(C(C)C)O)CCCC (1-[(2'-t-butoxycarbonylbiphenyl-4-yl)methyl]-2-butyl-4-(1-hydroxy-2-methylpropyl)imidazole-5-carbonitrile). The solvent is C(C)O (ethanol). The product is C(C)(C)(C)OC(=O)C1=C(C=CC=C1)C1=CC=C(C=C1)CN1C(=NC(=C1C(=O)N)C(C(C)C)O)CCCC (1-[(2'-t-Butoxycarbonylbiphenyl-4-yl)methyl]-2-butyl-4-(1-hydroxy-2-methylpropyl)imidazole-5-carboxamide). As a reaction SMILES: [OH-:1].[Na+].[C:3]([O:7][C:8]([C:10]1[CH:15]=[CH:14][CH:13]=[CH:12][C:11]=1[C:16]1[CH:21]=[CH:20][C:19]([CH2:22][N:23]2[C:27]([C:28]#[N:29])=[C:26]([CH:30]([OH:34])[CH:31]([CH3:33])[CH3:32])[N:25]=[C:24]2[CH2:35][CH2:36][CH2:37][CH3:38])=[CH:18][CH:17]=1)=[O:9])([CH3:6])([CH3:5])[CH3:4]>C(O)C>[C:3]([O:7][C:8]([C:10]1[CH:15]=[CH:14][CH:13]=[CH:12][C:11]=1[C:16]1[CH:21]=[CH:20][C:19]([CH2:22][N:23]2[C:27]([C:28]([NH2:29])=[O:1])=[C:26]([CH:30]([OH:34])[CH:31]([CH3:32])[CH3:33])[N:25]=[C:24]2[CH2:35][CH2:36][CH2:37][CH3:38])=[CH:18][CH:17]=1)=[O:9])([CH3:5])([CH3:4])[CH3:6] |f:0.1|. Reported procedure: 20 ml of a 1N aqueous solution of sodium hydroxide were added to a solution of 297 mg of 1-[(2'-t-butoxycarbonylbiphenyl-4-yl)methyl]-2-butyl-4-(1-hydroxy-2-methylpropyl)imidazole-5-carbonitrile [prepared as described in step (b) above] in 20 ml of ethanol, and the resulting mixture was heated under reflux for 8 hours. At the end of this time, the reaction mixture was worked up in a similar manner to that described in Example 45(c), to afford 151 mg of the title compound as an amorphous solid. The reactants are CO, [Na+], C1CCOC1, [OH-], CCCC(Nc1ccc(-n2cc(-c3ccccc3)cn2)nc1)c1ccc(C(=O)NCCC(=O)OC)cc1. The product is CCCC(Nc1ccc(-n2cc(-c3ccccc3)cn2)nc1)c1ccc(C(=O)NCCC(=O)O)cc1. RXN SMILES: [CH3:40][OH:41].[Na+:39].[O:42]1[CH2:43][CH2:44][CH2:45][CH2:46]1.[OH-:38].[c:1]1(-[c:7]2[cH:8][n:9][n:10](-[c:12]3[cH:13][cH:14][c:15]([NH:18][CH:19]([CH2:20][CH2:21][CH3:22])[c:23]4[cH:24][cH:25][c:26]([C:27](=[O:28])[NH:29][CH2:30][CH2:31][C:32](=[O:33])[O:34][CH3:35])[cH:36][cH:37]4)[cH:16][n:17]3)[cH:11]2)[cH:2][cH:3][cH:4][cH:5][cH:6]1>>[c:1]1(-[c:7]2[cH:8][n:9][n:10](-[c:12]3[cH:13][cH:14][c:15]([NH:18][CH:19]([CH2:20][CH2:21][CH3:22])[c:23]4[cH:24][cH:25][c:26]([C:27](=[O:28])[NH:29][CH2:30][CH2:31][C:32](=[O:33])[OH:34])[cH:36][cH:37]4)[cH:16][n:17]3)[cH:11]2)[cH:2][cH:3][cH:4][cH:5][cH:6]1. Starting materials: CN (methylamine), C(C(C)C)N1C(=NC2=C1C=C(C=C2)C2=C(N=CN2C)C2=CC=C(C=C2)F)N (1-(isobutyl)-2-amino-6-(1-methyl-4 (4-fluorophenyl)-1H-imidazol-5-yl)-1H-benzimidazole), C(C(C)C)N1C(=NC2=C1C=C(C=C2)C=NC)N (1-isobutyl-2-amino-6-(methyliminomethyl)-1H-benzimidazole), C1(=CC=C(C=C1)S(=O)(=O)C(C1=CC=C(C=C1)F)[N+]#[C-])C (α-(p-toluenesulfonyl)-4-fluorobenzylisocyanide), CO (methanol). Yields the product CS(=O)(=O)O (methanesulfonic acid), CS(=O)(=O)O.C(C(C)C)N1C(=NC2=C1C=C(C=C2)C2=C(N=CN2C)C2=CC=C(C=C2)F)N (1-(Isobutyl)-2-amino-6-(1-methyl-4-(4-fluorophenyl)-1H-imidazol-5-yl)-1H-benzimidazole methanesulfonate). Reaction SMILES: C(N1C2C=C(C=NC)C=CC=2N=C1N)C(C)C.C1(C)C=CC([S:24]([CH:27]([N+]#[C-])C2C=CC(F)=CC=2)(=[O:26])=[O:25])=CC=1.CN.[CH2:40]([N:44]1[C:48]2[CH:49]=[C:50]([C:53]3[N:57]([CH3:58])[CH:56]=[N:55][C:54]=3[C:59]3[CH:64]=[CH:63][C:62]([F:65])=[CH:61][CH:60]=3)[CH:51]=[CH:52][C:47]=2[N:46]=[C:45]1[NH2:66])[CH:41]([CH3:43])[CH3:42].C[OH:68]>>[CH3:27][S:24]([OH:25])(=[O:26])=[O:68].[CH3:27][S:24]([OH:25])(=[O:26])=[O:68].[CH2:40]([N:44]1[C:48]2[CH:49]=[C:50]([C:53]3[N:57]([CH3:58])[CH:56]=[N:55][C:54]=3[C:59]3[CH:60]=[CH:61][C:62]([F:65])=[CH:63][CH:64]=3)[CH:51]=[CH:52][C:47]=2[N:46]=[C:45]1[NH2:66])[CH:41]([CH3:43])[CH3:42] |f:6.7|. Procedure details: Beginning with 1-isobutyl-2-amino-6-(methyliminomethyl)-1H-benzimidazole (142 mg, 0.52 mmol), α-(p-toluenesulfonyl)-4-fluorobenzylisocyanide (302 mg, 1.05 mmol), methanol (2.5 ml), and methylamine (1.3 ml, 2M in tetrahydrofuran), 1-(isobutyl)-2-amino-6-(1-methyl-4 (4-fluorophenyl)-1H-imidazol-5-yl)-1H-benzimidazole may be prepared essentially as described in EXAMPLE 72. Treatment with 1 equivalent of methanesulfonic acid provides the title compound (114 mg). Starting materials: CSSC (dimethyldisulphide), COC1=CSC=C1 (3-methoxythiophene), CCCCCC (hexane), C(CCC)[Li] (n-butyllithium). Solvent: C(C)OCC (diethyl ether), C(C)OCC (diethyl ether), O (water). Conditions: temperature -78 celsius, time 30 minute. Yields the product CSC=1SC=CC1OC (2-Methylthio-3-methoxythiophene). As a reaction SMILES: [CH3:1][O:2][C:3]1[CH:7]=[CH:6][S:5][CH:4]=1.CCCCCC.C([Li])CCC.[CH3:19][S:20]SC>C(OCC)C.O>[CH3:19][S:20][C:4]1[S:5][CH:6]=[CH:7][C:3]=1[O:2][CH3:1]. Procedure details: To a stirred solution of 21 g of 3-methoxythiophene in diethyl ether at -40° C. was added 115 ml of a 1.6 molar hexane solution of n-butyllithium. The mixture was warmed slowly over 10 minutes to 0° C., then refluxed for 1 hour, was cooled to -78° C. and a solution containing 21.4 g of dimethyldisulphide in 100 ml of diethyl ether was added. The reaction mixture was warmed to room temperature and stirred for 30 minutes, was poured into water and the organic layer washed with water, with brine, a...